Dataset: the Open Reaction Database (ORD), a public repository of structured organic reaction records. Task: describe an organic reaction: reactants, conditions, products, and yield Reactants: OCc1sc(-c2ccc(C(F)(F)F)nc2)nc1CCCOCc1ccccc1, CN(C)C=O, N#Cc1ccc(F)cc1Cl, [H-], [Na+]. Yields the product N#Cc1ccc(OCc2sc(-c3ccc(C(F)(F)F)nc3)nc2CCCOCc2ccccc2)cc1Cl. Reaction SMILES: [CH2:1]([c:2]1[cH:3][cH:4][cH:5][cH:6][cH:7]1)[O:8][CH2:9][CH2:10][CH2:11][c:12]1[n:13][c:14](-[c:19]2[cH:20][n:21][c:22]([C:25]([F:26])([F:27])[F:28])[cH:23][cH:24]2)[s:15][c:16]1[CH2:17][OH:18].[CH3:41][N:42]([CH3:43])[CH:44]=[O:45].[Cl:31][c:32]1[c:33]([C:34]#[N:35])[cH:36][cH:37][c:38]([F:40])[cH:39]1.[H-:29].[Na+:30]>>[CH2:1]([c:2]1[cH:3][cH:4][cH:5][cH:6][cH:7]1)[O:8][CH2:9][CH2:10][CH2:11][c:12]1[n:13][c:14](-[c:19]2[cH:20][n:21][c:22]([C:25]([F:26])([F:27])[F:28])[cH:23][cH:24]2)[s:15][c:16]1[CH2:17][O:18][c:38]1[cH:37][cH:36][c:33]([C:34]#[N:35])[c:32]([Cl:31])[cH:39]1. Reactants: C(C)OC(=O)C=1C=C(C=CC1)N1C(CCC1=O)=O (N-(3-ethoxycarbonylphenyl)succinimide), C(C)(=O)OCC (ethyl acetate), O (water), [H-].[Al+3].[Li+].[H-].[H-].[H-] (lithium aluminium hydride). Run in CCCCCC.C(C)(=O)OCC (hexane ethyl acetate), O1CCCC1 (tetrahydrofuran). Yields the product N1(CCCC1)C=1C=C(CO)C=CC1 (3-(1-pyrrolidinyl)benzyl alcohol). Isolated yield 46.9%. Reaction SMILES: C([O:3][C:4]([C:6]1[CH:7]=[C:8]([N:12]2[C:16](=O)[CH2:15][CH2:14][C:13]2=O)[CH:9]=[CH:10][CH:11]=1)=O)C.[H-].[Al+3].[Li+].[H-].[H-].[H-].C(OCC)(=O)C.O>O1CCCC1.CCCCCC.C(OCC)(=O)C>[N:12]1([C:8]2[CH:7]=[C:6]([CH:11]=[CH:10][CH:9]=2)[CH2:4][OH:3])[CH2:16][CH2:15][CH2:14][CH2:13]1 |f:1.2.3.4.5.6,10.11|. Reported procedure: 0.25 g of N-(3-ethoxycarbonylphenyl)succinimide [synthesized by heat condensing ethyl m-aminobenzoate with succinic anhydride in acetic acid] was dissolved in 5 ml of anhydrous tetrahydrofuran, and with stirring under ice cooling, 0.17 g of lithium aluminium hydride was added. The mixture was maintained at room temperature for 30 minutes, and then heated under reflux for 4 hours. After the reaction, ethyl acetate and water were added. The organic layer was separated, and then worked up in a cust... The reactants are N1(CCC2=CC=CC=C12)C=1C=C(C#N)C=CC1 (3-(1-indolinyl)benzonitrile), ice, [OH-].[Na+] (NaOH), Cl (HCl). Run in C1CCOC1 (THF). Reaction conditions: time 8 hour. The product is Cl.N1(CCC2=CC=CC=C12)C=1C=C(C=CC1)CN (3-(1-indolinyl)benzenemethanamine hydrochloride). The yield is 34.0%. Reaction SMILES: [N:1]1([C:10]2[CH:11]=[C:12]([CH:15]=[CH:16][CH:17]=2)[C:13]#[N:14])[C:9]2[C:4](=[CH:5][CH:6]=[CH:7][CH:8]=2)[CH2:3][CH2:2]1.[ClH:18].[OH-].[Na+]>C1COCC1>[ClH:18].[N:1]1([C:10]2[CH:11]=[C:12]([CH2:13][NH2:14])[CH:15]=[CH:16][CH:17]=2)[C:9]2[C:4](=[CH:5][CH:6]=[CH:7][CH:8]=2)[CH2:3][CH2:2]1 |f:2.3,5.6|. Reported procedure: A solution of 7.1 g (32.3 mmole) of 3-(1-indolinyl)benzonitrile of Example 3a in 44 ml THF was added dropwise over 30 minutes to an ice cold solution of 129 ml (129 mmole, 4 equivalents) of 1M BH3.THF complex under nitrogen. After heating at reflux for 1 hour, the reaction mixture was cooled to 0°-5° C. and treated dropwise with 50 ml concentrated HCl. The resulting suspension was heated at reflux for 1 hour, permitted to stand at room temperature overnight (about 16 hours) and then made basic u... The reactants are C(C1=CC=CC=C1)OC(=O)N1N(CC(C1)=O)C(CC1=CC=C(C=C1)F)=O (2-[2-(4-fluorophenyl)acetyl]-4-oxo-pyrazolidine-1-carboxylic acid benzyl ester), [H][H] (hydrogen). The reagents and catalysts are [Pd] (Pd/C). Run in CO (methanol). Conditions: time 3 hour. Product: FC1=CC=C(C=C1)CC(=O)N1NCC(C1)=O (1-[2-(4-fluorophenyl)acetyl]-pyrazolidin-4-one). RXN SMILES: C(OC([N:11]1[CH2:15][C:14](=[O:16])[CH2:13][N:12]1[C:17](=[O:26])[CH2:18][C:19]1[CH:24]=[CH:23][C:22]([F:25])=[CH:21][CH:20]=1)=O)C1C=CC=CC=1.[H][H]>CO.[Pd]>[F:25][C:22]1[CH:23]=[CH:24][C:19]([CH2:18][C:17]([N:12]2[CH2:13][C:14](=[O:16])[CH2:15][NH:11]2)=[O:26])=[CH:20][CH:21]=1. Reported procedure: To a solution of 2-[2-(4-fluorophenyl)acetyl]-4-oxo-pyrazolidine-1-carboxylic acid benzyl ester, 4, (1 g, 4.5 mmol) in methanol (30 mL) is added Pd/C (100 mg). A balloon filled with hydrogen gas is placed over the flask and the mixture stirred for 3 hours. The solution is filtered to remove the catalyst and concentrated in vacuo to afford 0.8 g of the desired product as a yellow oil which is used without further purification. Reported procedure: A solution of 3-((R)-8-ethyl-1-methyl-2-oxo-1,2,3,5-tetrahydro-6-oxa-3,4,10,11b-tetraaza-cyclopenta[b]phenanthren-10-yl)-3-methyl-azetidine-1-carboxylic acid tert-butyl ester (0.04 g, 0.088 mmol) in HCl (4M in EtOAc, 3 mL) was stirred at −5-0° C. for 2 h. The solvent was removed in vacuo to give (R)-8-ethyl-1-methyl-10-(3-methyl-azetidin-3-yl)-3,5-dihydro-10H-6-oxa-3,4,10,11b-tetraaza-cyclopenta[b]phenanthren-2-one hydrochloride (0.0122 g, 39%) as a yellow solid. 1H NMR (400 MHz, methanol-d4): δ... Reactants: C(C)(C)(C)OC(=O)N1CC(C1)(C)N1C=C(C2=CC=3OCC4=NNC([C@H](N4C3C=C21)C)=O)CC (3-((R)-8-ethyl-1-methyl-2-oxo-1,2,3,5-tetrahydro-6-oxa-3,4,10,11b-tetraaza-cyclopenta[b]phenanthren-10-yl)-3-methyl-azetidine-1-carboxylic acid tert-butyl ester), Cl (HCl). Reaction SMILES: C(OC([N:8]1[CH2:11][C:10]([N:13]2[C:29]3[C:16](=[CH:17][C:18]4[O:19][CH2:20][C:21]5[N:26]([C:27]=4[CH:28]=3)[C@H:25]([CH3:30])[C:24](=[O:31])[NH:23][N:22]=5)[C:15]([CH2:32][CH3:33])=[CH:14]2)([CH3:12])[CH2:9]1)=O)(C)(C)C.[ClH:34]>>[ClH:34].[CH2:32]([C:15]1[C:16]2=[CH:17][C:18]3[O:19][CH2:20][C:21]4[N:26]([C:27]=3[CH:28]=[C:29]2[N:13]([C:10]2([CH3:12])[CH2:9][NH:8][CH2:11]2)[CH:14]=1)[C@H:25]([CH3:30])[C:24](=[O:31])[NH:23][N:22]=4)[CH3:33] |f:2.3|. The product is Cl.C(C)C1=CN(C=2C1=CC=1OCC3=NNC([C@H](N3C1C2)C)=O)C2(CNC2)C ((R)-8-ethyl-1-methyl-10-(3-methyl-azetidin-3-yl)-3,5-dihydro-10H-6-oxa-3,4,10,11b-tetraaza-cyclopenta[b]phenanthren-2-one hydrochloride). Yield: 39.0%. Yields the product ClC(C(=O)N[C@@H]([C@H](O)C1=CC=C(C=C1)C=1C=NC(=C(C1)F)CNS(=O)(=O)C)CF)Cl (2,2-dichloro-N-((1R,2S)-3-fluoro-1-(4-(5-fluoro-6-(methylsulfonamidomethyl)pyridin-3-yl)phenyl)-1-hydroxypropan-2-yl)acetamide). Run in C(Cl)Cl (CH2Cl2), C1(=CC=CC=C1)C (toluene). Reaction conditions: temperature 5 celsius, time 1 hour. Reactants: FC(C(=O)O)(F)F (trifluoroacetic acid), FC=1C=C(C=NC1CNS(=O)(=O)C)C1=CC=C(C=C1)[C@@H]1[C@H](N(C(O1)(C)C)C(=O)OC(C)(C)C)CF ((4S,5R)-tert-butyl 5-(4-(5-fluoro-6-(methylsulfonamidomethyl)pyridin-3-yl)phenyl)-4-(fluoromethyl)-2,2-dimethyloxazolidine-3-carboxylate), C(C)(C)N(CC)C(C)C (diisopropylethyl amine), ClC(C(=O)OC)Cl (methyl dichloroacetate). Procedure: (4S,5R)-tert-butyl 5-(4-(5-fluoro-6-(methylsulfonamidomethyl)pyridin-3-yl)phenyl)-4-(fluoromethyl)-2,2-dimethyloxazolidine-3-carboxylate (890 mg, 1.74 mmol) is dissolved in CH2Cl2 (20 mL), cooled to 5° C., and treated with trifluoroacetic acid (4 mL), stirred for 1 h at room temperature, diluted with toluene, concentrated to an oil. The oil is basified with aqueous sodium bicarbonate, extracted with ethyl acetate, dried, filtered, concentrated to an oil. The oil is dissolved in methanol (8 mL) a... Reaction SMILES: [F:1][C:2]1[CH:3]=[C:4]([C:14]2[CH:19]=[CH:18][C:17]([C@H:20]3[O:24]C(C)(C)[N:22]([C:27](OC(C)(C)C)=[O:28])[C@@H:21]3[CH2:34][F:35])=[CH:16][CH:15]=2)[CH:5]=[N:6][C:7]=1[CH2:8][NH:9][S:10]([CH3:13])(=[O:12])=[O:11].FC(F)(F)C(O)=O.C(N(C(C)C)CC)(C)C.[Cl:52][CH:53]([Cl:58])C(OC)=O>C(Cl)Cl.C1(C)C=CC=CC=1>[Cl:52][CH:53]([Cl:58])[C:27]([NH:22][C@H:21]([CH2:34][F:35])[C@@H:20]([C:17]1[CH:18]=[CH:19][C:14]([C:4]2[CH:5]=[N:6][C:7]([CH2:8][NH:9][S:10]([CH3:13])(=[O:12])=[O:11])=[C:2]([F:1])[CH:3]=2)=[CH:15][CH:16]=1)[OH:24])=[O:28]. Reactants: ClC=1C=C2C(=CC=NC2=CC1)CN1N=C2N(C(N(C(C2=C1C1=CC(=CN1C)C(=O)O)=O)C)=O)CC1CC1 (5-[2-[(6-chloroquinolin-4-yl)methyl]-7-(cyclopropylmethyl)-5-methyl-4,6-dioxo-4,5,6,7-tetrahydro-2H-pyrazolo[3,4-d]pyrimidin-3-yl]-1-methyl-1H-pyrrole-3-carboxylic acid), CN(CCN)C (N,N-dimethylethane-1,2-diamine), C(#N)P(OCC)(OCC)=O (diethyl cyanophosphonate). Product: ClC=1C=C2C(=CC=NC2=CC1)CN1N=C2N(C(N(C(C2=C1C1=CC(=CN1C)C(=O)NCCN(C)C)=O)C)=O)CC1CC1 (5-[2-[(6-chloroquinolin-4-yl)methyl]-7-(cyclopropylmethyl)-methyl-4,6-dioxo-4,5,6,7-tetrahydro-2H-pyrazolo[3,4-d]pyrimidin-3-yl]-N-[2-(dimethylamino)ethyl]-1-methyl-1H-pyrrole-3-carboxamide). RXN SMILES: [Cl:1][C:2]1[CH:3]=[C:4]2[C:9](=[CH:10][CH:11]=1)[N:8]=[CH:7][CH:6]=[C:5]2[CH2:12][N:13]1[C:21]([C:22]2[N:26]([CH3:27])[CH:25]=[C:24]([C:28]([OH:30])=O)[CH:23]=2)=[C:20]2[C:15]([N:16]([CH2:34][CH:35]3[CH2:37][CH2:36]3)[C:17](=[O:33])[N:18]([CH3:32])[C:19]2=[O:31])=[N:14]1.[CH3:38][N:39]([CH3:43])[CH2:40][CH2:41][NH2:42].C(P(=O)(OCC)OCC)#N>>[Cl:1][C:2]1[CH:3]=[C:4]2[C:9](=[CH:10][CH:11]=1)[N:8]=[CH:7][CH:6]=[C:5]2[CH2:12][N:13]1[C:21]([C:22]2[N:26]([CH3:27])[CH:25]=[C:24]([C:28]([NH:42][CH2:41][CH2:40][N:39]([CH3:43])[CH3:38])=[O:30])[CH:23]=2)=[C:20]2[C:15]([N:16]([CH2:34][CH:35]3[CH2:37][CH2:36]3)[C:17](=[O:33])[N:18]([CH3:32])[C:19]2=[O:31])=[N:14]1. Procedure details: This compound was synthesized by the reaction of 5-[2-[(6-chloroquinolin-4-yl)methyl]-7-(cyclopropylmethyl)-5-methyl-4,6-dioxo-4,5,6,7-tetrahydro-2H-pyrazolo[3,4-d]pyrimidin-3-yl]-1-methyl-1H-pyrrole-3-carboxylic acid and N,N-dimethylethane-1,2-diamine using diethyl cyanophosphonate as a coupling reagent. Mass: 589.35 (M+H).